From a dataset of the Open Reaction Database (ORD), a public repository of structured organic reaction records. describe an organic reaction: reactants, conditions, products, and yield Product: C(C)(=O)NC1=CC=2CCC(N3C=C(C(C(C23)=C1)=O)C(=O)O)C (9-acetamido-6,7-dihydro-5-methyl-1-oxo-1H,5H-benzo[ij]quinolizine-2-carboxylic acid). Procedure: 6-Acetamido-4-chloro-2-methylquinoline is reduced catalytically to the novel compound 6-acetamido-2-methyl-1,2,3,4-tetrahydroquinoline. The tetrahydroquinoline is condensed with diethyl ethoxymethylenemalonate by heating without a solvent for one hour at 140° C. Polyphosphoric acid is added, and the solution is heated at 100° C. for one-half hour. The product, 9-amino-6,7-dihydro-5-methyl-1-oxo-1H,5H-benzo[ij]quinolizine-2-carboxylic acid is reacted with acetic anhydride as described in Example ... Conditions: temperature 140 celsius. RXN SMILES: [C:1]([NH:4][C:5]1[CH:6]=[C:7]2[C:12](=[CH:13][CH:14]=1)[N:11]=[C:10]([CH3:15])[CH:9]=[C:8]2Cl)(=[O:3])[CH3:2].C(NC1C=C2C(=CC=1)NC(C)CC2)(=O)C.N1C2C(=CC=CC=2)CCC1.C([O:44][CH:45]=[C:46]([C:52](OCC)=O)[C:47]([O:49]CC)=[O:48])C.NC1C=C2C3N(C=C(C(O)=O)C2=O)C(C)CCC=3C=1.C(OC(=O)C)(=O)C>>[C:1]([NH:4][C:5]1[CH:14]=[C:13]2[C:12]3[N:11]([CH:52]=[C:46]([C:47]([OH:49])=[O:48])[C:45]2=[O:44])[CH:10]([CH3:15])[CH2:9][CH2:8][C:7]=3[CH:6]=1)(=[O:3])[CH3:2]. The reactants are C(C)(=O)NC=1C=C2C(=CC(=NC2=CC1)C)Cl (6-Acetamido-4-chloro-2-methylquinoline), C(C)OC=C(C(=O)OCC)C(=O)OCC (diethyl ethoxymethylenemalonate), Polyphosphoric acid, C(C)(=O)NC=1C=C2CCC(NC2=CC1)C (6-acetamido-2-methyl-1,2,3,4-tetrahydroquinoline), N1CCCC2=CC=CC=C12 (tetrahydroquinoline), NC1=CC=2CCC(N3C=C(C(C(C23)=C1)=O)C(=O)O)C (9-amino-6,7-dihydro-5-methyl-1-oxo-1H,5H-benzo[ij]quinolizine-2-carboxylic acid), C(C)(=O)OC(C)=O (acetic anhydride). The reactants are OCC=1C=C(C=CC1)CC(C(=O)OCC)OC(C)C (ethyl 3-[3-(hydroxymethyl)phenyl]-2-isopropoxypropanoate), C1(=CC=C(C=C1)N=C=O)C (p-tolylisocyanate). Product: C(C)(C)OC(C(=O)O)CC1=CC(=CC=C1)COC(=O)NC1=CC=C(C=C1)C (2-Isopropoxy-3-(3-{[(4-toluidinocarbonyl)oxy]methyl}-phenyl)propanoic acid). Reaction SMILES: [OH:1][CH2:2][C:3]1[CH:4]=[C:5]([CH2:9][CH:10]([O:16][CH:17]([CH3:19])[CH3:18])[C:11]([O:13]CC)=[O:12])[CH:6]=[CH:7][CH:8]=1.[C:20]1([CH3:29])[CH:25]=[CH:24][C:23]([N:26]=[C:27]=[O:28])=[CH:22][CH:21]=1>>[CH:17]([O:16][CH:10]([CH2:9][C:5]1[CH:6]=[CH:7][CH:8]=[C:3]([CH2:2][O:1][C:27]([NH:26][C:23]2[CH:24]=[CH:25][C:20]([CH3:29])=[CH:21][CH:22]=2)=[O:28])[CH:4]=1)[C:11]([OH:13])=[O:12])([CH3:18])[CH3:19]. Reported procedure: Using ethyl 3-[3-(hydroxymethyl)phenyl]-2-isopropoxypropanoate and p-tolylisocyanate, the title compound was obtained in the same manner as described in Example 148.